The task is: describe an organic reaction: reactants, conditions, products, and yield. This data is from the Open Reaction Database (ORD), a public repository of structured organic reaction records. Starting materials: CCCC[Sn](CI)(CCCC)CCCC, CCOC(C)=O, CN(C)C=O, CN(C)CCCCO, [H-], [Na+], C1CCOC1, O. Reaction SMILES: [CH2:16]([CH2:17][CH2:18][CH3:19])[Sn:20]([CH2:21][I:22])([CH2:23][CH2:24][CH2:25][CH3:26])[CH2:27][CH2:28][CH2:29][CH3:30].[CH3:31][CH2:32][O:33][C:34](=[O:35])[CH3:36].[CH3:38][N:39]([CH3:40])[CH:41]=[O:42].[CH3:8][N:9]([CH2:10][CH2:11][CH2:12][CH2:13][OH:14])[CH3:15].[H-:1].[Na+:2].[O:3]1[CH2:4][CH2:5][CH2:6][CH2:7]1.[OH2:37]>>[CH3:8][N:9]([CH2:10][CH2:11][CH2:12][CH2:13][O:14][CH2:21][Sn:20]([CH2:16][CH2:17][CH2:18][CH3:19])([CH2:23][CH2:24][CH2:25][CH3:26])[CH2:27][CH2:28][CH2:29][CH3:30])[CH3:15]. The product is CCCC[Sn](CCCC)(CCCC)COCCCCN(C)C.